Dataset: the Open Reaction Database (ORD), a public repository of structured organic reaction records. Task: describe an organic reaction: reactants, conditions, products, and yield The reactants are OC1=CC=C2C=3C(=CC=C(C3NC2=C1)C(=O)N)C1=C(C(=CC=C1)N1C(C2=CC(=CC=C2C1)C)=O)C (7-hydroxy-4-(2-methyl-3-(6-methyl-1-oxoisoindolin-2-yl)phenyl)-9H-carbazole-1-carboxamide), C([O-])([O-])=O.[K+].[K+] (potassium carbonate), BrCCO[Si](C)(C)C(C)(C)C ((2-bromoethoxy)(tert-butyl)dimethylsilane). Run in CN(C)C=O (DMF). Conditions: time 30 minute. The product is OCCOC1=CC=C2C=3C(=CC=C(C3NC2=C1)C(=O)N)C1=C(C(=CC=C1)N1C(C2=CC(=CC=C2C1)C)=O)C (7-(2-hydroxyethoxy)-4-(2-methyl-3-(6-methyl-1-oxoisoindolin-2-yl)phenyl)-9H-carbazole-1-carboxamide). Yield: 50.2%. As a reaction SMILES: [OH:1][C:2]1[CH:14]=[C:13]2[C:5]([C:6]3[C:7]([C:18]4[CH:23]=[CH:22][CH:21]=[C:20]([N:24]5[CH2:32][C:31]6[C:26](=[CH:27][C:28]([CH3:33])=[CH:29][CH:30]=6)[C:25]5=[O:34])[C:19]=4[CH3:35])=[CH:8][CH:9]=[C:10]([C:15]([NH2:17])=[O:16])[C:11]=3[NH:12]2)=[CH:4][CH:3]=1.C(=O)([O-])[O-].[K+].[K+].Br[CH2:43][CH2:44][O:45][Si](C(C)(C)C)(C)C>CN(C=O)C>[OH:45][CH2:44][CH2:43][O:1][C:2]1[CH:14]=[C:13]2[C:5]([C:6]3[C:7]([C:18]4[CH:23]=[CH:22][CH:21]=[C:20]([N:24]5[CH2:32][C:31]6[C:26](=[CH:27][C:28]([CH3:33])=[CH:29][CH:30]=6)[C:25]5=[O:34])[C:19]=4[CH3:35])=[CH:8][CH:9]=[C:10]([C:15]([NH2:17])=[O:16])[C:11]=3[NH:12]2)=[CH:4][CH:3]=1 |f:1.2.3|. Procedure details: A mixture of 7-hydroxy-4-(2-methyl-3-(6-methyl-1-oxoisoindolin-2-yl)phenyl)-9H-carbazole-1-carboxamide (Example 40-2, 30 mg, 0.065 mmol) and potassium carbonate (36 mg, 0.260 mmol) in DMF (1.0 mL) was stirred at rt for 30 min, then was treated with (2-bromoethoxy)(tert-butyl)dimethylsilane (62.2 mg, 0.260 mmol) and heated at 90° C. for 4 h. The mixture was filtered, the filtrate was treated with hydrogen chloride (4 M in dioxane, 1 mL) and the solution was stirred at rt overnight. The solution w... Reactants: CCC1CCCC(C)C1=O, COCC(C)N, Cc1ccccc1, [Cl-], [Cl-], [Cl-], [Cl-], [Ti+4]. Yields the product CCC1CCCC(C)C1=NC(C)COC. RXN SMILES: [CH2:1]([CH3:2])[CH:3]1[C:4](=[O:10])[CH:5]([CH3:9])[CH2:6][CH2:7][CH2:8]1.[CH3:11][CH:12]([CH2:13][O:14][CH3:15])[NH2:16].[CH3:17][c:18]1[cH:19][cH:20][cH:21][cH:22][cH:23]1.[Cl-:24].[Cl-:25].[Cl-:26].[Cl-:27].[Ti+4:28]>>[CH2:1]([CH3:2])[CH:3]1[C:4](=[N:16][CH:12]([CH3:11])[CH2:13][O:14][CH3:15])[CH:5]([CH3:9])[CH2:6][CH2:7][CH2:8]1. Yields the product O=C(CCCCl)c1cc2c(s1)SCCNC2=O. The reactants are [Al+3], [Cl-], [Cl-], [Cl-], O=C(Cl)CCCCl, CC(Cl)Cl, O, O=C1NCCSc2sccc21. Reaction SMILES: [Al+3:20].[Cl-:19].[Cl-:21].[Cl-:22].[Cl:12][CH2:13][CH2:14][CH2:15][C:16](=[O:17])[Cl:18].[Cl:24][CH:25]([Cl:26])[CH3:27].[OH2:23].[S:1]1[CH2:2][CH2:3][NH:4][C:5](=[O:11])[c:6]2[c:7]1[s:8][cH:9][cH:10]2>>[S:1]1[CH2:2][CH2:3][NH:4][C:5](=[O:11])[c:6]2[c:7]1[s:8][c:9]([C:16]([CH2:15][CH2:14][CH2:13][Cl:12])=[O:17])[cH:10]2. Reactants: [Br-], CCCC[N+](CCCC)(CCCC)CCCC, Cc1ccccc1, CC(C)CI, [K+], O=C1CCCCN1, [OH-]. Product: CC(C)CN1CCCCC1=O. RXN SMILES: [Br-:15].[CH3:16][CH2:17][CH2:18][CH2:19][N+:20]([CH2:21][CH2:22][CH2:23][CH3:24])([CH2:25][CH2:26][CH2:27][CH3:28])[CH2:29][CH2:30][CH2:31][CH3:32].[CH3:33][c:34]1[cH:35][cH:36][cH:37][cH:38][cH:39]1.[I:10][CH2:11][CH:12]([CH3:13])[CH3:14].[K+:2].[NH:3]1[C:4](=[O:9])[CH2:5][CH2:6][CH2:7][CH2:8]1.[OH-:1]>>[N:3]1([CH2:11][CH:12]([CH3:13])[CH3:14])[C:4](=[O:9])[CH2:5][CH2:6][CH2:7][CH2:8]1. Reactants: CCCc1nc2cc(NCc3ccccc3)ccc2n1CC(=O)OC(C)(C)C, CN(C)c1ccncc1, CCN(C(C)C)C(C)C, ClCCl, Cl, O=C(Cl)c1c(F)cccc1F. Yields the product CCCc1nc2cc(N(Cc3ccccc3)C(=O)c3c(F)cccc3F)ccc2n1CC(=O)OC(C)(C)C. RXN SMILES: [C:12]([CH3:13])([CH3:14])([CH3:15])[O:16][C:17]([CH2:18][n:19]1[c:20]([CH2:36][CH2:37][CH3:38])[n:21][c:22]2[c:23]1[cH:24][cH:25][c:26]([NH:28][CH2:29][c:30]1[cH:31][cH:32][cH:33][cH:34][cH:35]1)[cH:27]2)=[O:39].[CH3:49][N:50]([c:51]1[cH:52][cH:53][n:54][cH:55][cH:56]1)[CH3:57].[CH:40]([N:41]([CH2:42][CH3:43])[CH:44]([CH3:45])[CH3:46])([CH3:47])[CH3:48].[Cl:58][CH2:59][Cl:60].[ClH:61].[F:1][c:2]1[c:3]([C:4](=[O:5])[Cl:6])[c:7]([F:11])[cH:8][cH:9][cH:10]1>>[F:1][c:2]1[c:3]([C:4](=[O:5])[N:28]([c:26]2[cH:25][cH:24][c:23]3[n:19]([CH2:18][C:17]([O:16][C:12]([CH3:13])([CH3:14])[CH3:15])=[O:39])[c:20]([CH2:36][CH2:37][CH3:38])[n:21][c:22]3[cH:27]2)[CH2:29][c:30]2[cH:31][cH:32][cH:33][cH:34][cH:35]2)[c:7]([F:11])[cH:8][cH:9][cH:10]1. Starting materials: N1CCOCC1 (morpholine), C1(CCCCC1)=O (cyclohexanone). The solvent is CCCCCC (hexane). Yields the product C1CCC(=CC1)N2CCOCC2 (Cyclohexanone morpholine enamine). Reaction SMILES: [NH:1]1[CH2:6][CH2:5][O:4][CH2:3][CH2:2]1.[C:7]1(=O)[CH2:12][CH2:11][CH2:10][CH2:9][CH2:8]1>CCCCCC>[CH2:10]1[CH2:9][CH:8]=[C:7]([N:1]2[CH2:6][CH2:5][O:4][CH2:3][CH2:2]2)[CH2:12][CH2:11]1. Reported procedure: A mixture of morpholine (697 ml.), cyclohexanone (820 ml.) and hexane (800 ml.) is heated to reflux under nitrogen with a Dean-Stark trap for 18 hours. The aqueous phase (206 ml.) is collected in the distillate trap. The mixture is distilled under vacuum increasing the vacuum to 29 inches and 90°-100° to give the title compound as an oily residue. Starting materials: BrC=1C=NC(=C(C(=O)NC2=CC=CC=C2)C1)NC1=CC(=C(C=C1)OC)F (5-bromo-2-(3-fluoro-4-methoxyphenylamino)-N-phenylnicotinamide), Br (hydrobromic acid). RXN SMILES: [Br:1][C:2]1[CH:3]=[N:4][C:5]([NH:17][C:18]2[CH:23]=[CH:22][C:21]([O:24]C)=[C:20]([F:26])[CH:19]=2)=[C:6]([CH:16]=1)[C:7]([NH:9][C:10]1[CH:15]=[CH:14][CH:13]=[CH:12][CH:11]=1)=[O:8].Br>CC(O)=O>[Br:1][C:2]1[CH:3]=[N:4][C:5]([NH:17][C:18]2[CH:23]=[CH:22][C:21]([OH:24])=[C:20]([F:26])[CH:19]=2)=[C:6]([CH:16]=1)[C:7]([NH:9][C:10]1[CH:15]=[CH:14][CH:13]=[CH:12][CH:11]=1)=[O:8]. Solvent: CC(=O)O (HOAc). The product is BrC=1C=NC(=C(C(=O)NC2=CC=CC=C2)C1)NC1=CC(=C(C=C1)O)F (5-bromo-2-(3-fluoro-4-hydroxyphenylamino)-N-phenylnicotinamide). Procedure details: This process was repeated with 5-bromo-2-(3-fluoro-4-methoxyphenylamino)-N-phenylnicotinamide (2.78 g, 6.7 mmol), HOAc (7 ml), and hydrobromic acid (48%, 23 ml, 424 mmol). Both reactions were combined, and the pH of the aqueous phase was raised to above 12, and then washed with DCM. Then, the pH of the aqueous phase was lowered to 6 with concentrated HCl, and the aqueous phase was extracted with 10:1 DCM/MeOH). The organic extracts were combined and concentrated to afford the desired 5-bromo-2-(... Isolated yield 91.0%. Starting materials: FC=1C=CC2=C(NC(=N2)C2=CC=CC=3C(C4=CC=CC=C4C23)=NO)C1 (4-(6-fluoro-1H-benzimidazol-2-yl)-fluoren-9-one oxime). The reagents and catalysts are [Ni] (Raney Nickel). The solvent is C(C)O (ethanol), O1CCCC1 (tetrahydrofuran). Yields the product FC=1C=CC2=C(NC(=N2)C2=CC=CC=3C(C4=CC=CC=C4C23)N)C1 (4-(6-fluoro-1H-benzimidazol-2-yl)-9H-fluoren-9(R,S)-ylamine). Yield: 97.1%. As a reaction SMILES: [F:1][C:2]1[CH:3]=[CH:4][C:5]2[N:9]=[C:8]([C:10]3[C:22]4[C:21]5[C:16](=[CH:17][CH:18]=[CH:19][CH:20]=5)[C:15](=[N:23]O)[C:14]=4[CH:13]=[CH:12][CH:11]=3)[NH:7][C:6]=2[CH:25]=1>[Ni].C(O)C.O1CCCC1>[F:1][C:2]1[CH:3]=[CH:4][C:5]2[N:9]=[C:8]([C:10]3[C:22]4[C:21]5[C:16](=[CH:17][CH:18]=[CH:19][CH:20]=5)[CH:15]([NH2:23])[C:14]=4[CH:13]=[CH:12][CH:11]=3)[NH:7][C:6]=2[CH:25]=1. Procedure: Carry out the procedure as in Example 6, starting from 1.7 g of 4-(6-fluoro-1H-benzimidazol-2-yl)-fluoren-9-one oxime (Z,E), obtained in Example 70, and 6 mg of Raney Nickel in 90 ml of ethanol and 90 ml of tetrahydrofuran for 4 hours at 60° C. under a hydrogen pressure of 1 bar. After purification by making a paste in diisopropyl ether, we obtain 1.58 g of 4-(6-fluoro-1H-benzimidazol-2-yl)-9H-fluoren-9(R,S)-ylamine, in the form of a beige powder with the following characteristics: